describe an organic reaction: reactants, conditions, products, and yield From a dataset of the Open Reaction Database (ORD), a public repository of structured organic reaction records. The reactants are O1COC2=C1C=CC(=C2)CN2S(C1=C(C2=O)C=CC=C1)(=O)=O (2-Benzo[1,3]dioxol-5-ylmethyl-1,1-dioxo-1,2-dihydro-1λ6 -benzo[d]isothiazol-3-one), ClCC(=O)OC (methyl 2-chloroacetate), [H-].[Na+] (sodium hydride). Solvent: Cl (HCl), CS(=O)C (DMSO). Reaction conditions: temperature 40 celsius. Product: COC(=O)C=1N(S(C2=C(C1O)C=CC=C2)(=O)=O)CC2=CC1=C(OCO1)C=C2 (2-Benzo[1,3]dioxol-5-ylmethyl-4-hydroxy-1,1-dioxo-1,2-dihydro-1λ6 -benzo[e][1,2]thiazine-3-carboxylic acid methyl ester). Isolated yield 43.5%. Reaction SMILES: [O:1]1[C:5]2[CH:6]=[CH:7][C:8]([CH2:10][N:11]3[C:15](=[O:16])[C:14]4[CH:17]=[CH:18][CH:19]=[CH:20][C:13]=4[S:12]3(=[O:22])=[O:21])=[CH:9][C:4]=2[O:3][CH2:2]1.Cl[CH2:24][C:25]([O:27][CH3:28])=[O:26].[H-].[Na+]>CS(C)=O.Cl>[CH3:28][O:27][C:25]([C:24]1[N:11]([CH2:10][C:8]2[CH:7]=[CH:6][C:5]3[O:1][CH2:2][O:3][C:4]=3[CH:9]=2)[S:12](=[O:22])(=[O:21])[C:13]2[CH:20]=[CH:19][CH:18]=[CH:17][C:14]=2[C:15]=1[OH:16])=[O:26] |f:2.3|. Procedure: To 2-Benzo[1,3]dioxol-5-ylmethyl-1,1-dioxo-1,2-dihydro-1λ6 -benzo[d]isothiazol-3-one (1.115 g, 3.517 mmol) in DMSO(6 mL) was added methyl 2-chloroacetate (0.61 mL, 6.96 mmol). The mixture was heated to 40° C. and sodium hydride (0.562 g, 60% in oil, 14 mmol) was added slowly over 1 hour. The mixture was maintained at 40° C. for 3 h and then cooled to room temperature and diluted with 1N HCl (100 mL). The mixture was extracted with ethylacetate (2×100 mL) and the organic phase washed with brine a... Reactants: [N+](=O)([O-])C1=C(C(=O)O)C=C(C=C1C(=O)O)C(=O)O (nitrotrimesic acid), [Mn](=O)(=O)(=O)[O-].[K+] (potassium permanganate), [N+](=O)([O-])C1=C(C=C(C=C1C)C)C (nitromesitylene), S(O)(O)(=O)=O (sulfuric acid). Reagents/catalysts: [Zn] (zinc). Run in O (water), C(C)(=O)OCC (ethyl acetate). Conditions: time 1 hour. The product is C(=O)(O)C=1C=C(C2=C(C(ON2)=O)C1)C(=O)O (5,7-dicarboxy-2,1-benzisoxazolin-3-one). As a reaction SMILES: [N+:1]([C:4]1[C:12]([C:13]([OH:15])=[O:14])=[CH:11][C:10]([C:16]([OH:18])=[O:17])=[CH:9][C:5]=1[C:6]([OH:8])=[O:7])([O-])=O.[Mn]([O-])(=O)(=O)=O.[K+].[N+](C1C(C)=CC(C)=CC=1C)([O-])=O.S(=O)(=O)(O)O>[Zn].C(OCC)(=O)C.O>[C:16]([C:10]1[CH:9]=[C:5]([C:6]([OH:8])=[O:7])[C:4]2[NH:1][O:14][C:13](=[O:15])[C:12]=2[CH:11]=1)([OH:18])=[O:17] |f:1.2|. Procedure: To a stirred solution of 12.8 g. of nitrotrimesic acid (prepared by alkaline potassium permanganate oxidation of nitromesitylene) in 200 ml. of water containing 30 g. of sulfuric acid are added 6.5 g. of zinc dust in portions at such a rate so as to maintain a temperature of about 25° C. After the addition, the mixture is stirred for an additional 1 hr. After this time, 200 ml. of ethyl acetate are added and the mixture is rapidly stirred for 15 min. The reaction is then filtered by suction thro... Procedure: A 40% aqueous solution of glyoxal (2.3 g, 1.8 mL, 16 mmol) was added to a solution of 2-oxopropanal ethylhydrazone (1.83 g, 16 mmol) in water (90 mL). The mixture was heated at reflux for 1 hour. The reaction was cooled to room temperature and extracted with CH2Cl2 (4×). The combined organic extracts were dried over Na2SO4, filtered and concentrated to afford 1-(1-ethyl-4-hydroxy-1H-pyrazol-3-yl)ethanone as a yellow oil (2.16 g, 87%). Yields the product C(C)N1N=C(C(=C1)O)C(C)=O (1-(1-ethyl-4-hydroxy-1H-pyrazol-3-yl)ethanone). Isolated yield 87.6%. Starting materials: aqueous solution, C(=O)C=O (glyoxal), C(C)NN=CC(C)=O (2-oxopropanal ethylhydrazone). Reaction SMILES: [CH:1]([CH:3]=O)=[O:2].[CH2:5]([NH:7][N:8]=[CH:9][C:10](=[O:12])[CH3:11])[CH3:6]>O>[CH2:5]([N:7]1[CH:11]=[C:10]([OH:12])[C:9]([C:1](=[O:2])[CH3:3])=[N:8]1)[CH3:6]. Solvent: O (water). Reactants: C(CC(=O)C)(=O)OC (methyl acetoacetate), N\C(=C/C(=O)OC(C)C)\C (1-methylethyl 3-aminocrotonate), [N+](=O)([O-])C=1C=C(C=O)C=CC1 (3-nitro-benzaldehyde). The solvent is CC(C)O (2-propanol), ClCCl (dichloromethane). The product is CC=1NC(=C(C(C1C(=O)OC)C1=CC(=CC=C1)[N+](=O)[O-])C(=O)OC(C)C)C (Methyl 1-Methylethyl 1,4-Dihydro-2,6-dimethyl-4-(3-nitrophenyl)-3,5-pyridinedicarboxylate). The yield is 62.1%. Reaction SMILES: [C:1]([O:7][CH3:8])(=[O:6])[CH2:2][C:3]([CH3:5])=O.[NH2:9]/[C:10](/[CH3:18])=[CH:11]\[C:12]([O:14][CH:15]([CH3:17])[CH3:16])=[O:13].[N+:19]([C:22]1[CH:23]=[C:24]([CH:27]=[CH:28][CH:29]=1)[CH:25]=O)([O-:21])=[O:20]>CC(O)C.ClCCl>[CH3:5][C:3]1[NH:9][C:10]([CH3:18])=[C:11]([C:12]([O:14][CH:15]([CH3:17])[CH3:16])=[O:13])[CH:25]([C:24]2[CH:27]=[CH:28][CH:29]=[C:22]([N+:19]([O-:21])=[O:20])[CH:23]=2)[C:2]=1[C:1]([O:7][CH3:8])=[O:6]. Procedure: A solution of methyl acetoacetate (6.73 g, 58 mmol), 1-methylethyl 3-aminocrotonate (52) (8.34 g, 58 mmol) and 3-nitro-benzaldehyde (8.75 g, 58 mmol) in 2-propanol (80 mL0 was refluxed for 9 h. The mixture was diluted with dichloromethane (300 mL0 and dried (MgSo4), and the solvent was removed with a rotary evaporator. The crude product was recrystallized from ethyl acetate/hexane to afford 13.5 g (36 mmol, 62%) of 81 as a yellow crystalline solid: mp 142°-144° C. (lit.81 mp 147° C.); IR (CH2Cl2... The reactants are C(CS)(=O)OC (Methyl thioglycolate), FC=1C=C(C=CC1[N+](=O)[O-])C (3-fluoro-4-nitrotoluene), C([O-])(O)=O.[Na+] (sodium bicarbonate). The solvent is CO (methanol). Conditions: temperature 70 celsius. The product is CC=1C=CC(=C(C1)SCC(=O)OC)[N+](=O)[O-] (methyl 2-(5-methyl-2-nitrophenylthio)acetate). Yield: 89.9%. Reaction SMILES: [C:1]([O:5][CH3:6])(=[O:4])[CH2:2][SH:3].F[C:8]1[CH:9]=[C:10]([CH3:17])[CH:11]=[CH:12][C:13]=1[N+:14]([O-:16])=[O:15].C(=O)(O)[O-].[Na+]>CO>[CH3:17][C:10]1[CH:9]=[CH:8][C:13]([N+:14]([O-:16])=[O:15])=[C:12]([S:3][CH2:2][C:1]([O:5][CH3:6])=[O:4])[CH:11]=1 |f:2.3|. Procedure: Methyl thioglycolate (3.18 g) was added to a mixture of 3-fluoro-4-nitrotoluene (4.65 g), sodium bicarbonate (3 g) and methanol (46 ml) and the mixture was heated to 70° C. for 5 hours. The mixture was cooled to ambient temperature and partitioned between diethyl ether and water. The organic phase was washed with a saturated aqueous sodium bicarbonate solution and with brine, dried (MgSO4) and evaporated. The residue was recrystallised from a mixture of diethyl ether and hexane to give methyl 2-...